Dataset: the Open Reaction Database (ORD), a public repository of structured organic reaction records. Task: describe an organic reaction: reactants, conditions, products, and yield Reactants: 4.2, C(C)(C)(C)OC(=O)NC1=NN(C2=C(C(=C(C=C12)[N+](=O)[O-])OCC)F)C(=O)OC(C)(C)C (tert-butyl 3-tert-butoxycarbonylamino-6-ethoxy-7-fluoro-5-nitroindazole-1-carboxylate), [H][H] (hydrogen). Reagents/catalysts: [Ni] (Raney nickel). Run in CO (methanol). Product: NC=1C=C2C(=NN(C2=C(C1OCC)F)C(=O)OC(C)(C)C)NC(=O)OC(C)(C)C (tert-butyl 5-amino-3-tert-butoxycarbonylamino-6-ethoxy-7-fluoroindazole-1-carboxylate). The yield is 36.0%. Reaction SMILES: [C:1]([O:5][C:6]([NH:8][C:9]1[C:17]2[C:12](=[C:13]([F:24])[C:14]([O:21][CH2:22][CH3:23])=[C:15]([N+:18]([O-])=O)[CH:16]=2)[N:11]([C:25]([O:27][C:28]([CH3:31])([CH3:30])[CH3:29])=[O:26])[N:10]=1)=[O:7])([CH3:4])([CH3:3])[CH3:2].[H][H]>CO.[Ni]>[NH2:18][C:15]1[CH:16]=[C:17]2[C:12](=[C:13]([F:24])[C:14]=1[O:21][CH2:22][CH3:23])[N:11]([C:25]([O:27][C:28]([CH3:29])([CH3:30])[CH3:31])=[O:26])[N:10]=[C:9]2[NH:8][C:6]([O:5][C:1]([CH3:2])([CH3:4])[CH3:3])=[O:7]. Procedure details: 4.2 2.50 g of tert-butyl 3-tert-butoxycarbonylamino-6-ethoxy-7-fluoro-5-nitroindazole-1-carboxylate are hydrogenated in 20 ml of methanol at RT (catalyst: Raney nickel 0.5 g, hydrogen uptake: 300 ml). The reaction batch is filtered and evaporated. Purification of the residue by column chromatography on silica gel (eluent: petroleum ether: ethyl acetate 7:3) gives 3.30 g (36%) of tert-butyl 5-amino-3-tert-butoxycarbonylamino-6-ethoxy-7-fluoroindazole-1-carboxylate, MS-FAB (M+H+)=441. Reactants: CC(C)(C)[Si](OC1(CC(C1)CO[Si](C1=CC=CC=C1)(C1=CC=CC=C1)C(C)(C)C)N=[N+]=[N-])(C1=CC=CC=C1)C1=CC=CC=C1 (((1,1-dimethylethyl)diphenylsilyloxy)-3-(((1,1-dimethylethyl)diphenyl-silyl)oxymethyl)-1-azidocyclobutane), product, C(=O)[O-].[NH4+] (ammonium formate). Reagents/catalysts: [Pd] (palladium on carbon). The solvent is CO (methanol). Conditions: time 23 hour. Yields the product CC(C)(C)[Si](OC1C(CC1CO[Si](C1=CC=CC=C1)(C1=CC=CC=C1)C(C)(C)C)N)(C1=CC=CC=C1)C1=CC=CC=C1 (2-(((1,1-dimethylethyl)diphenylsilyl)oxy)-3-(((1,1-dimethylethyl)-diphenylsilyl)oxymethyl)-1-aminocyclobutane). Yield: 184.5%. RXN SMILES: CC([Si](C1C=CC=CC=1)(C1C=CC=CC=1)O[C:7]1([N:30]=[N+]=[N-])[CH2:10][CH:9]([CH2:11][O:12][Si:13]([C:26]([CH3:29])([CH3:28])[CH3:27])([C:20]2[CH:25]=[CH:24][CH:23]=[CH:22][CH:21]=2)[C:14]2[CH:19]=[CH:18][CH:17]=[CH:16][CH:15]=2)C1)(C)C.[CH:45]([O-:47])=O.[NH4+]>CO.[Pd]>[CH3:27][C:26]([Si:13]([C:14]1[CH:19]=[CH:18][CH:17]=[CH:16][CH:15]=1)([C:20]1[CH:21]=[CH:22][CH:23]=[CH:24][CH:25]=1)[O:12][CH:11]1[CH:9]([CH2:45][O:47][Si:13]([C:26]([CH3:29])([CH3:28])[CH3:27])([C:20]2[CH:21]=[CH:22][CH:23]=[CH:24][CH:25]=2)[C:14]2[CH:19]=[CH:18][CH:17]=[CH:16][CH:15]=2)[CH2:10][CH:7]1[NH2:30])([CH3:28])[CH3:29] |f:1.2|. Procedure details: 2-(((1,1-dimethylethyl)diphenylsilyloxy)-3-(((1,1-dimethylethyl)diphenyl-silyl)oxymethyl)-1-azidocyclobutane (800 mg, 1.29 mmol), the product of Step M, was dissolved in 20 mL of methanol. To this solution was added 200 mg of 5% palladium on carbon, followed by 420 mg of ammonium formate. The flask was stoppered and the reaction mixture was stirred at ambient temperature for 23 h. The reaction mixture was filtered and the filtrate concentrated under reduced pressure. The residue was dissolved in...